Dataset: the Open Reaction Database (ORD), a public repository of structured organic reaction records. Task: describe an organic reaction: reactants, conditions, products, and yield The reactants are [N+](=O)([O-])C1=C2C(N(C(C2=CC=C1)=O)CCCN1C=NC=C1)=O (4-nitro-2-[3-(1H-imidazol-1-yl)propyl]-1H-isoindole-1,3(2H)-dione), Cl (hydrochloric acid). The reagents and catalysts are [Pd] (Pd/C). Solvent: C(C)O (ethanol). The product is NC1=C2C(N(C(C2=CC=C1)=O)CCCN1C=NC=C1)=O (4-Amino-2-[3-(1H-imidazol-1-yl)propyl]-1H-isoindole-1,3(2H)-dione), hydrochloride salt. Reaction SMILES: [N+:1]([C:4]1[CH:12]=[CH:11][CH:10]=[C:9]2[C:5]=1[C:6](=[O:22])[N:7]([CH2:14][CH2:15][CH2:16][N:17]1[CH:21]=[CH:20][N:19]=[CH:18]1)[C:8]2=[O:13])([O-])=O.Cl>[Pd].C(O)C>[NH2:1][C:4]1[CH:12]=[CH:11][CH:10]=[C:9]2[C:5]=1[C:6](=[O:22])[N:7]([CH2:14][CH2:15][CH2:16][N:17]1[CH:21]=[CH:20][N:19]=[CH:18]1)[C:8]2=[O:13]. Reported procedure: A mixture of 0.1 mole of 4-nitro-2-[3-(1H-imidazol-1-yl)propyl]-1H-isoindole-1,3(2H)-dione, 200 ml. of ethanol, 0.1 mole of 12N hydrochloric acid and 1.0 g. of Pd/C catalyst was reduced in a Parr hydrogenator under an initial H2 pressure of 45 pounds per square inch pressure. The catalyst was filtered off and the solvent was removed to obtain the desired compound as the hydrochloride salt. Reactants: [I-].C(CCCC)[Si]1(CCC(CC1)C[P+](C1=CC=CC=C1)(C1=CC=CC=C1)C1=CC=CC=C1)C1=CC=CC=C1 ((4-pentyl-4-phenyl-4-silacyclohexyl)methyltriphenylphosphonium iodide), C(=O)C1=CC=C(C=C1)C1=CC(=C(C=C1)O[Si](C)(C)C(C)(C)C)F (4'-formyl-3-fluoro-4-(t-butyldimethylsiloxy)biphenyl), BrCC(F)(F)F (1-bromo-2, 2,2-trifluoroethane). Product: C(CCCC)[Si@@H]1CC[C@H](CC1)CCC1=CC=C(C=C1)C1=CC(=C(C=C1)OCC(F)(F)F)F (4'-(2-(trans-4-n-pentyl-4-silacyclohexyl)ethyl)-3-fluoro-4-(2,2,2-trifluoroethoxy)biphenyl). Reaction SMILES: [I-].C([Si:7]1([C:33]2[CH:38]=[CH:37][CH:36]=[CH:35]C=2)[CH2:12][CH2:11][CH:10]([CH2:13][P+](C2C=CC=CC=2)(C2C=CC=CC=2)C2C=CC=CC=2)[CH2:9][CH2:8]1)CCCC.[CH:39]([C:41]1[CH:46]=[CH:45][C:44]([C:47]2[CH:52]=[CH:51][C:50]([O:53][Si](C(C)(C)C)(C)C)=[C:49]([F:61])[CH:48]=2)=[CH:43][CH:42]=1)=O.Br[CH2:63][C:64]([F:67])([F:66])[F:65]>>[CH2:33]([Si@H:7]1[CH2:8][CH2:9][C@H:10]([CH2:13][CH2:39][C:41]2[CH:42]=[CH:43][C:44]([C:47]3[CH:52]=[CH:51][C:50]([O:53][CH2:63][C:64]([F:67])([F:66])[F:65])=[C:49]([F:61])[CH:48]=3)=[CH:45][CH:46]=2)[CH2:11][CH2:12]1)[CH2:38][CH2:37][CH2:36][CH3:35] |f:0.1|. Procedure: The general procedure of Example 56 was repeated using (4-pentyl-4-phenyl-4-silacyclohexyl)methyltriphenylphosphonium iodide, 4'-formyl-3-fluoro-4-(t-butyldimethylsiloxy)biphenyl and 1-bromo-2, 2,2-trifluoroethane, thereby obtaining the intended compound. Reactants: CN(C(=O)Cl)C (dimethyl carbamoyl chloride), CC(C)C(C(C)C)(O)C (2,3,4-Trimethyl-pentan-3-ol), [H-].[Na+] (NaH). Run in C1(=CC=CC=C1)C (toluene), CC(C)(C)OC (MTBE), C1(=CC=CC=C1)C (toluene), C1(=CC=CC=C1)C (toluene). Run at temperature 100 celsius, time 19 hour. The product is C(C)(C)C(C(C)C)(C)OC(N(C)C)=O (Dimethyl-carbamic acid 1-isopropyl-1,2-dimethyl-propyl ester). The yield is 61.0%. As a reaction SMILES: [CH3:1][CH:2]([C:4]([CH3:9])([OH:8])[CH:5]([CH3:7])[CH3:6])[CH3:3].[H-].[Na+].[CH3:12][N:13]([CH3:17])[C:14](Cl)=[O:15]>C1(C)C=CC=CC=1.CC(OC)(C)C>[CH:2]([C:4]([O:8][C:14](=[O:15])[N:13]([CH3:17])[CH3:12])([CH3:9])[CH:5]([CH3:7])[CH3:6])([CH3:3])[CH3:1] |f:1.2|. Reported procedure: A solution of 2,3,4-Trimethyl-pentan-3-ol (13.0 g, 100 mmol, 1 equiv.) in toluene (50 ml) was added to a suspension of NaH (55% in mineral oil, 4.80 g, 110 mmol, 1.1 equiv.) in toluene (50 ml). The mixture was heated to 100° C. for 1 h, then cooled to 0° C. A solution of dimethyl carbamoyl chloride (12.9 g, 120 mmol, 1.2 equiv.) in toluene (30 ml) was added over 45 min. The resulting suspension was stirred at room temperature for 19 h, then diluted with MTBE and worked up as describe in Example ... Product: CC1(CCC(O1)CN)C ((5,5-Dimethyltetrahydrofuran-2-yl)methanamine). Starting materials: N(=[N+]=[N-])CC1CCC(O1)(C)C (5-(Azidomethyl)-2,2-dimethyltetrahydrofuran), C1(=CC=CC=C1)P(C1=CC=CC=C1)C1=CC=CC=C1 (Triphenylphosphine), O (Water). Run at temperature 80 celsius, time 5 minute. Procedure: 5-(Azidomethyl)-2,2-dimethyltetrahydrofuran (22 g, 142 mmol) in THF (500 ml) was treated with Triphenylphosphine (39.0 g, 149 mmol) and t stirred for 5 mins. Water (50.0 ml) was added and the reaction mixture was heated at 80° C. for 4 hrs. The mixture was passed through Isolute® SCX-2 resin (200 g 0.67 mmol/g) eluting with MeOH (500 ml), DMSO (100 ml), 20% MeOH:DCM (500 ml), MeOH (500 ml) followed 7M ammonia in MeOH (500 ml). The ammonia layer was evaporated to dryness to afford the title compo... As a reaction SMILES: [N:1]([CH2:4][CH:5]1[O:9][C:8]([CH3:11])([CH3:10])[CH2:7][CH2:6]1)=[N+]=[N-].C1(P(C2C=CC=CC=2)C2C=CC=CC=2)C=CC=CC=1.O>C1COCC1>[CH3:10][C:8]1([CH3:11])[O:9][CH:5]([CH2:4][NH2:1])[CH2:6][CH2:7]1. Solvent: C1CCOC1 (THF). Reactants: C(C)(C)(C)OC(NC1=C(C=C(C=C1)F)NC(CC(C1=CC(=CC=C1)C=1C=NC=CC1)=O)=O)=O ({4-fluoro-2-[3-oxo-3-(3-pyridin-3-yl-phenyl)-propionylamino]-phenyl}-carbamic acid tert-butyl ester), C(=O)(C(F)(F)F)O (TFA). Solvent: C(Cl)Cl (CH2Cl2). Yields the product FC=1C=CC2=C(NC(CC(=N2)C2=CC(=CC=C2)C=2C=NC=CC2)=O)C1 (8-Fluoro-4-(3-pyridin-3-yl-phenyl)-1,3-dihydro-benzo[b][1,4]diazepin-2-one), solid. As a reaction SMILES: C(OC(=O)[NH:7][C:8]1[CH:13]=[CH:12][C:11]([F:14])=[CH:10][C:9]=1[NH:15][C:16](=[O:32])[CH2:17][C:18](=O)[C:19]1[CH:24]=[CH:23][CH:22]=[C:21]([C:25]2[CH:26]=[N:27][CH:28]=[CH:29][CH:30]=2)[CH:20]=1)(C)(C)C.C(O)(C(F)(F)F)=O>C(Cl)Cl>[F:14][C:11]1[CH:12]=[CH:13][C:8]2[N:7]=[C:18]([C:19]3[CH:24]=[CH:23][CH:22]=[C:21]([C:25]4[CH:26]=[N:27][CH:28]=[CH:29][CH:30]=4)[CH:20]=3)[CH2:17][C:16](=[O:32])[NH:15][C:9]=2[CH:10]=1. Procedure details: The title compound was prepared from {4-fluoro-2-[3-oxo-3-(3-pyridin-3-yl-phenyl)-propionylamino]-phenyl}-carbamic acid tert-butyl ester (Example M4) (94 mg, 0.21 mmol) by treatment with TFA in CH2Cl2 according to the general procedure N. Obtained as a light yellow solid (55 mg). Reactants: N[C@H]1[C@@H](CCCC1)N ((1R,2R)-(−)-1,2-diaminocyclohexane), BrC=1C=C2CCCNC2=NC1C(OC)OC (6-bromo-7-(dimethoxymethyl)-1,2,3,4-tetrahydro-1,8-naphthyridine), BrC=1C=C2CCCNC2=NC1C(OC)OC (6-bromo-7-(dimethoxymethyl)-1,2,3,4-tetrahydro-1,8-naphthyridine), CC1C(NCC1)=O ((racemic) 3-methylpyrrolidin-2-one), [O-]P(=O)([O-])[O-].[K+].[K+].[K+] (K3PO4). The reagents and catalysts are [Cu]I (CuI). Run in C(C)(=O)OCC (ethyl acetate), O (water), O1CCOCC1 (dioxane). Run at temperature 120 celsius, time 10 hour. Product: COC(C1=NC=2NCCCC2C=C1N1C(C(CC1)C)=O)OC ((racemic) 1-(2-(dimethoxymethyl)-5,6,7,8-tetrahydro-1,8-naphthyridin-3-yl)-3-methylpyrrolidin-2-one). As a reaction SMILES: Br[C:2]1[CH:3]=[C:4]2[C:9](=[N:10][C:11]=1[CH:12]([O:15][CH3:16])[O:13][CH3:14])[NH:8][CH2:7][CH2:6][CH2:5]2.[CH3:17][CH:18]1[CH2:22][CH2:21][NH:20][C:19]1=[O:23].[O-]P([O-])([O-])=O.[K+].[K+].[K+].N[C@@H]1CCCC[C@H]1N>O1CCOCC1.C(OCC)(=O)C.O.[Cu]I>[CH3:14][O:13][CH:12]([O:15][CH3:16])[C:11]1[C:2]([N:20]2[CH2:21][CH2:22][CH:18]([CH3:17])[C:19]2=[O:23])=[CH:3][C:4]2[CH2:5][CH2:6][CH2:7][NH:8][C:9]=2[N:10]=1 |f:2.3.4.5|. Procedure: A suspension of 6-bromo-7-(dimethoxymethyl)-1,2,3,4-tetrahydro-1,8-naphthyridine (intermediate 12, 150 mg, 0.522 mmol), (racemic) 3-methylpyrrolidin-2-one (75 mg, 0.719 mmol), K3PO4 (235 mg, 1.107 mmol) and CuI (10 mg, 0.053 mmol) in dioxane (1 ml) was heated to 120° C. for 135 min. The reaction mixture was cooled to room temperature, (1R,2R)-(−)-1,2-diaminocyclohexane (7 μL, 0.058 mmol) was added and the mixture was heated to 120° C. and stirred for 10 h. The reaction mixture was diluted with e... Starting materials: CCOCC, C=C(C)Cc1c(C)sc(C(=O)O)c1C, [Li]C. Product: C=C(C)Cc1c(C)sc(C(C)=O)c1C. As a reaction SMILES: [CH3:17][CH2:18][O:19][CH2:20][CH3:21].[CH3:1][c:2]1[c:3]([C:12](=[O:13])[OH:14])[s:4][c:5]([CH3:11])[c:6]1[CH2:7][C:8](=[CH2:9])[CH3:10].[Li:15][CH3:16]>>[CH3:1][c:2]1[c:3]([C:12](=[O:14])[CH3:16])[s:4][c:5]([CH3:11])[c:6]1[CH2:7][C:8](=[CH2:9])[CH3:10]. The reactants are Brc1cc2ccccc2c2ccccc12, [Li]C(C)(C)C, C1CCOC1, COc1ccccc1N=Cc1ccccc1, CCCCC, O. Product: COc1ccccc1NC(c1ccccc1)c1cc2ccccc2c2ccccc12. As a reaction SMILES: [Br:1][c:2]1[c:3]2[cH:4][cH:5][cH:6][cH:7][c:8]2[c:9]2[cH:10][cH:11][cH:12][cH:13][c:14]2[cH:15]1.[C:16]([Li:17])([CH3:18])([CH3:19])[CH3:20].[CH2:38]1[O:39][CH2:40][CH2:41][CH2:42]1.[CH3:21][O:22][c:23]1[c:24]([N:25]=[CH:26][c:27]2[cH:28][cH:29][cH:30][cH:31][cH:32]2)[cH:33][cH:34][cH:35][cH:36]1.[CH3:43][CH2:44][CH2:45][CH2:46][CH3:47].[OH2:37]>>[c:2]1([CH:26]([NH:25][c:24]2[c:23]([O:22][CH3:21])[cH:36][cH:35][cH:34][cH:33]2)[c:27]2[cH:28][cH:29][cH:30][cH:31][cH:32]2)[c:3]2[cH:4][cH:5][cH:6][cH:7][c:8]2[c:9]2[cH:10][cH:11][cH:12][cH:13][c:14]2[cH:15]1. Reactants: C(#N)C1=CC=C(C=C1)CCC(CC1=CC=C(C(=O)OC)C=C1)\C=C\C1=C(C=CC=C1)O (methyl 4-[(3E)-2-[2-(4-cyanophenyl)ethyl]-4-(2-hydroxyphenyl)but-3-en-1-yl]benzoate), ClC1=C(CBr)C=CC=C1 (2-chlorobenzyl bromide), C([O-])([O-])=O.[K+].[K+] (potassium carbonate). Solvent: C(C)#N (acetonitrile). Product: ClC1=C(COC2=C(C=CC=C2)/C=C/C(CC2=CC=C(C(=O)OC)C=C2)CCC2=CC=C(C=C2)C#N)C=CC=C1 (Methyl 4-{(3E)-4-{2-[(2-chlorobenzyl)oxy]phenyl}-2-[2-(4-cyanophenyl)ethyl]but-3-en-1-yl}-benzoate). RXN SMILES: [C:1]([C:3]1[CH:8]=[CH:7][C:6]([CH2:9][CH2:10][CH:11](/[CH:23]=[CH:24]/[C:25]2[CH:30]=[CH:29][CH:28]=[CH:27][C:26]=2[OH:31])[CH2:12][C:13]2[CH:22]=[CH:21][C:16]([C:17]([O:19][CH3:20])=[O:18])=[CH:15][CH:14]=2)=[CH:5][CH:4]=1)#[N:2].[Cl:32][C:33]1[CH:40]=[CH:39][CH:38]=[CH:37][C:34]=1[CH2:35]Br.C(=O)([O-])[O-].[K+].[K+]>C(#N)C>[Cl:32][C:33]1[CH:40]=[CH:39][CH:38]=[CH:37][C:34]=1[CH2:35][O:31][C:26]1[CH:27]=[CH:28][CH:29]=[CH:30][C:25]=1/[CH:24]=[CH:23]/[CH:11]([CH2:10][CH2:9][C:6]1[CH:7]=[CH:8][C:3]([C:1]#[N:2])=[CH:4][CH:5]=1)[CH2:12][C:13]1[CH:14]=[CH:15][C:16]([C:17]([O:19][CH3:20])=[O:18])=[CH:21][CH:22]=1 |f:2.3.4|. Procedure details: A solution of 200 mg (0.49 mmol) of methyl 4-[(3E)-2-[2-(4-cyanophenyl)ethyl]-4-(2-hydroxyphenyl)but-3-en-1-yl]benzoate in 10 ml of dry acetonitrile is mixed with 149.8 mg (0.73 mmol) of 2-chlorobenzyl bromide and 201 mg (1.46 mmol) of anhydrous potassium carbonate and heated under reflux for 12 hours. The mixture is then concentrated to dryness. The residue is taken up in ethyl acetate, washed with water and saturated sodium chloride solution and dried over sodium sulfate. The organic phase is ... Starting materials: CCCCCN1C(=O)C(=O)c2ccc(OC)cc21, NNC(=O)C1CCCCC1. Yields the product CCCCCN1C(=O)C(=NNC(=O)C2CCCCC2)c2ccc(OC)cc21. Reaction SMILES: [CH2:1]([CH2:2][CH2:3][CH2:4][CH3:5])[N:6]1[C:7](=[O:8])[C:9](=[O:10])[c:11]2[cH:12][cH:13][c:14]([O:17][CH3:18])[cH:15][c:16]21.[CH:19]1([C:25](=[O:26])[NH:27][NH2:28])[CH2:20][CH2:21][CH2:22][CH2:23][CH2:24]1>>[CH2:1]([CH2:2][CH2:3][CH2:4][CH3:5])[N:6]1[C:7](=[O:8])[C:9](=[N:28][NH:27][C:25]([CH:19]2[CH2:20][CH2:21][CH2:22][CH2:23][CH2:24]2)=[O:26])[c:11]2[cH:12][cH:13][c:14]([O:17][CH3:18])[cH:15][c:16]21.